This data is from the Open Reaction Database (ORD), a public repository of structured organic reaction records. The task is: describe an organic reaction: reactants, conditions, products, and yield Reactants: COC(=O)C(CC(=O)N1CCC(N2CCc3ccccc3NC2=O)CC1)Cc1cc(C)c(OCc2ccccc2)c(C)c1, C1CCOC1, [Li+], [OH-], O. Yields the product Cc1cc(CC(CC(=O)N2CCC(N3CCc4ccccc4NC3=O)CC2)C(=O)O)cc(C)c1OCc1ccccc1. As a reaction SMILES: [CH2:3]([c:4]1[cH:5][cH:6][cH:7][cH:8][cH:9]1)[O:10][c:11]1[c:12]([CH3:45])[cH:13][c:14]([CH2:15][CH:16]([C:17](=[O:18])[O:19][CH3:20])[CH2:21][C:22]([N:23]2[CH2:24][CH2:25][CH:26]([N:29]3[C:30](=[O:40])[NH:31][c:32]4[c:33]([cH:36][cH:37][cH:38][cH:39]4)[CH2:34][CH2:35]3)[CH2:27][CH2:28]2)=[O:41])[cH:42][c:43]1[CH3:44].[CH2:47]1[O:48][CH2:49][CH2:50][CH2:51]1.[Li+:2].[OH-:1].[OH2:46]>>[CH2:3]([c:4]1[cH:5][cH:6][cH:7][cH:8][cH:9]1)[O:10][c:11]1[c:12]([CH3:45])[cH:13][c:14]([CH2:15][CH:16]([C:17](=[O:18])[OH:19])[CH2:21][C:22]([N:23]2[CH2:24][CH2:25][CH:26]([N:29]3[C:30](=[O:40])[NH:31][c:32]4[c:33]([cH:36][cH:37][cH:38][cH:39]4)[CH2:34][CH2:35]3)[CH2:27][CH2:28]2)=[O:41])[cH:42][c:43]1[CH3:44]. Starting materials: C(C1=CC=CC=C1)(=O)NC(=O)NC1CCN(CC1)CCCC(=O)C1=CNC2=CC=CC=C12 (1-Benzoyl-3-[1-(4-[3-indolyl]-4-oxobutyl)piperid-4-yl]urea), [OH-].[Na+] (sodium hydroxide), C(C)O (ethanol). The solvent is O (water), O (water). Yields the product N1C=C(C2=CC=CC=C12)C(CCCN1CCC(CC1)NC(=O)N)=O (1-[1-(4-[3-indolyl]-4-oxobutyl)piperid-4-yl]urea). Reaction SMILES: C([NH:9][C:10]([NH:12][CH:13]1[CH2:18][CH2:17][N:16]([CH2:19][CH2:20][CH2:21][C:22]([C:24]2[C:32]3[C:27](=[CH:28][CH:29]=[CH:30][CH:31]=3)[NH:26][CH:25]=2)=[O:23])[CH2:15][CH2:14]1)=[O:11])(=O)C1C=CC=CC=1.[OH-].[Na+].C(O)C>O>[NH:26]1[C:27]2[C:32](=[CH:31][CH:30]=[CH:29][CH:28]=2)[C:24]([C:22](=[O:23])[CH2:21][CH2:20][CH2:19][N:16]2[CH2:15][CH2:14][CH:13]([NH:12][C:10]([NH2:9])=[O:11])[CH2:18][CH2:17]2)=[CH:25]1 |f:1.2|. Reported procedure: 1-Benzoyl-3-[1-(4-[3-indolyl]-4-oxobutyl)piperid-4-yl]urea free base (2.9g), sodium hydroxide (0.54g), ethanol (15ml) and water (5ml) were refuxed for two hours and then poured into cold water, the precipitated solid was filtered off and crystallised from ethanol to give 1-[1-(4-[3-indolyl]-4-oxobutyl)piperid-4-yl]urea.